Dataset: the Open Reaction Database (ORD), a public repository of structured organic reaction records. Task: describe an organic reaction: reactants, conditions, products, and yield The reactants are [OH-].[Na+] (sodium hydroxide), NC1=NC=CC=C1O (2-amino-3-hydroxypyridine), C(C1=CC=CC=C1)Cl (benzylchloride). The reagents and catalysts are CCCCCCCC[N+](C)(CCCCCCCC)CCCCCCCC.[Cl-] (Adogen 464). Run in ClCCl (dichloromethane). Run at temperature 25 celsius, time 16 hour. Product: NC1=NC=CC=C1OCC1=CC=CC=C1 (2-amino-3-benzyloxypyridine). Reaction SMILES: [OH-].[Na+].[NH2:3][C:4]1[C:9]([OH:10])=[CH:8][CH:7]=[CH:6][N:5]=1.[CH2:11](Cl)[C:12]1[CH:17]=[CH:16][CH:15]=[CH:14][CH:13]=1>CCCCCCCC[N+](CCCCCCCC)(CCCCCCCC)C.[Cl-].ClCCl>[NH2:3][C:4]1[C:9]([O:10][CH2:11][C:12]2[CH:17]=[CH:16][CH:15]=[CH:14][CH:13]=2)=[CH:8][CH:7]=[CH:6][N:5]=1 |f:0.1,4.5|. Reported procedure: In a 12 liter 3-neck round bottom flask equipped with a mechanical stirrer and thermometer there were placed 2.5 liters of 40% sodium hydroxide solution, 26.5 g of Adogen 464 (Reg. Trademark) and 2.5 liters of dichloromethane. To this vigorously stirred mixture was added 550 g of 2-amino-3-hydroxypyridine. The temperature was 38° C. The brown orange mixture was cooled to 25° C., and 677.5 g of benzylchloride was added in one portion, stirred 16 hr. and the mixture was allowed to separate into 2 ... Starting materials: ClC=1C=C(C(=O)OO)C=CC1 (3-chloroperoxybenzoic acid), ClC=1C=C(C(=O)OO)C=CC1 (3-chloroperoxybenzoic acid), FC1=CC=C(C=2C(C=3C=CN=CC3C(C21)=O)=O)OS(=O)(=O)C2=CC=C(C=C2)C (9-fluoro-6-(p-toluenesulfonyloxy)benzo[g]isoquinoline-5,10-dione). Solvent: ClCCl (dichloromethane), ClCCl (dichloromethane), ClCCl (dichloromethane), ClCCl (dichloromethane). Run at time 1 hour. Yields the product FC1=CC=C(C=2C(C=3C=C[N+](=CC3C(C21)=O)[O-])=O)OS(=O)(=O)C2=CC=C(C=C2)C (9-fluoro-6-(p-toluenesulfonyloxy)benzo[g]isoquinoline-5,10-dione-2-oxide). Isolated yield 65.5%. RXN SMILES: ClC1C=C(C=CC=1)C(OO)=[O:6].[F:12][C:13]1[C:26]2[C:25](=[O:27])[C:24]3[CH:23]=[N:22][CH:21]=[CH:20][C:19]=3[C:18](=[O:28])[C:17]=2[C:16]([O:29][S:30]([C:33]2[CH:38]=[CH:37][C:36]([CH3:39])=[CH:35][CH:34]=2)(=[O:32])=[O:31])=[CH:15][CH:14]=1>ClCCl>[F:12][C:13]1[C:26]2[C:25](=[O:27])[C:24]3[CH:23]=[N+:22]([O-:6])[CH:21]=[CH:20][C:19]=3[C:18](=[O:28])[C:17]=2[C:16]([O:29][S:30]([C:33]2[CH:38]=[CH:37][C:36]([CH3:39])=[CH:35][CH:34]=2)(=[O:32])=[O:31])=[CH:15][CH:14]=1. Procedure: A solution of 3-chloroperoxybenzoic acid (3.92 g; 55% titre) in dichloromethane (50 mL) is dropped during 5 min into a mixture of 9-fluoro-6-(p-toluenesulfonyloxy)benzo[g]isoquinoline-5,10-dione (1.98 g) in dichloromethane (20 mL). Care is taken to avoid the addition of the aqueous layer that separates from the dichloromethane solution of 3-chloroperoxybenzoic acid. An exothermic reaction ensues, and at the end of the addition the mixture is refluxed overnight. After cooling to room temperature ... Reactants: COc1ccc(CNc2ncnc3[nH]c(-c4ccc(CO)cc4)cc23)cn1, CC#N, CCOC(C)=O, C1COCCO1, O=S(Cl)Cl. Product: COc1ccc(CNc2ncnc3[nH]c(-c4ccc(CCl)cc4)cc23)cn1. As a reaction SMILES: [CH3:1][O:2][c:3]1[cH:4][cH:5][c:6]([CH2:9][NH:10][c:11]2[c:12]3[c:13]([n:14][cH:15][n:16]2)[nH:17][c:18](-[c:20]2[cH:21][cH:22][c:23]([CH2:26][OH:27])[cH:24][cH:25]2)[cH:19]3)[cH:7][n:8]1.[CH3:32][C:33]#[N:34].[CH3:41][CH2:42][O:43][C:44]([CH3:45])=[O:46].[O:35]1[CH2:36][CH2:37][O:38][CH2:39][CH2:40]1.[S:28]([Cl:29])([Cl:30])=[O:31]>>[CH3:1][O:2][c:3]1[cH:4][cH:5][c:6]([CH2:9][NH:10][c:11]2[c:12]3[c:13]([n:14][cH:15][n:16]2)[nH:17][c:18](-[c:20]2[cH:21][cH:22][c:23]([CH2:26][Cl:30])[cH:24][cH:25]2)[cH:19]3)[cH:7][n:8]1. Starting materials: Nc1cccc(-c2c(Cc3ccccc3)cnc3c(C(F)(F)F)cccc23)c1, O=Cc1ccc(Cl)c(Cl)c1. Product: FC(F)(F)c1cccc2c(-c3cccc(NCc4ccc(Cl)c(Cl)c4)c3)c(Cc3ccccc3)cnc12. Reaction SMILES: [CH2:1]([c:2]1[cH:3][cH:4][cH:5][cH:6][cH:7]1)[c:8]1[cH:9][n:10][c:11]2[c:12]([C:25]([F:26])([F:27])[F:28])[cH:13][cH:14][cH:15][c:16]2[c:17]1-[c:18]1[cH:19][c:20]([NH2:24])[cH:21][cH:22][cH:23]1.[Cl:29][c:30]1[cH:31][c:32]([CH:33]=[O:34])[cH:35][cH:36][c:37]1[Cl:38]>>[CH2:1]([c:2]1[cH:3][cH:4][cH:5][cH:6][cH:7]1)[c:8]1[cH:9][n:10][c:11]2[c:12]([C:25]([F:26])([F:27])[F:28])[cH:13][cH:14][cH:15][c:16]2[c:17]1-[c:18]1[cH:19][c:20]([NH:24][CH2:33][c:32]2[cH:31][c:30]([Cl:29])[c:37]([Cl:38])[cH:36][cH:35]2)[cH:21][cH:22][cH:23]1. Starting materials: C(C(=O)Cl)(=O)Cl (oxalyl chloride), CS(=O)C (DMSO), C(=O)(OCC)C=P(C1=CC=CC=C1)(C1=CC=CC=C1)C1=CC=CC=C1 ((carbethoxymethylene) triphenyl-phosphorane), C(=O)(OC(C)(C)C)N1CCC(CC1)CCO (N-Boc-4-piperidineethanol). The solvent is C(Cl)Cl (CH2Cl2), petroleum ether, C(Cl)Cl (CH2Cl2). Run at time 20 minute. Yields the product C(=O)(OC(C)(C)C)N1CCC(CC1)C/C=C/C(=O)OCC (Ethyl 4-(N-Boc-piperidin-4-yl)-trans-crotonate). Isolated yield 54.8%. RXN SMILES: C(Cl)(=O)C(Cl)=O.CS(C)=O.[C:11]([N:18]1[CH2:23][CH2:22][CH:21]([CH2:24][CH2:25]O)[CH2:20][CH2:19]1)([O:13][C:14]([CH3:17])([CH3:16])[CH3:15])=[O:12].[C:27]([CH:32]=P(C1C=CC=CC=1)(C1C=CC=CC=1)C1C=CC=CC=1)([O:29][CH2:30][CH3:31])=[O:28]>C(Cl)Cl>[C:11]([N:18]1[CH2:19][CH2:20][CH:21]([CH2:24]/[CH:25]=[CH:32]/[C:27]([O:29][CH2:30][CH3:31])=[O:28])[CH2:22][CH2:23]1)([O:13][C:14]([CH3:15])([CH3:16])[CH3:17])=[O:12]. Reported procedure: To a stirred solution of oxalyl chloride (0.43 mL, 5.0 mmol) in CH2Cl2 (30 mL) at −78° C. is added DMSO (0.52 mL, 7.0 mmol) dropwise. After gas evolution subsided (5 min), the alcohol of Example 4 (0.8 g, 3.5 mmol) in CH2Cl2 (20 mL) is added in a stream. After 20 min, (carbethoxymethylene) triphenyl-phosphorane (1.4 g, 4.0 mmol) is added. After 2 h, the reaction mixture is diluted with petroleum ether, washed with water, 5% KHSO4 and sat. NaCl, dried over MgSO4, and concentrated. Flash column ch... The reactants are C([O-])([O-])=O.[K+].[K+] (potassium carbonate), COC1=CC=C(C=C1)C2=CC(=O)C3=C(O2)C(=C4C(=C3O)OCO4)O (Kanzakiflavone-1), C1OC=2C(=C3C(C=C(OC3=CC2O1)C1=CC=C(C=C1)O)=O)O (6,7-methylenedioxy-5,4′-dihydroxyflavone), COS(=O)(=O)OC (dimethylsulfate). Run in CC(=O)C (acetone), C(C)(=O)OCC (ethyl acetate). Product: C1OC=2C(=C3C(C=C(OC3=CC2O1)C1=CC=C(C=C1)OC)=O)O (6,7-methylenedioxy-5-hydroxy-4′-methoxy-flavone). RXN SMILES: [CH3:1][O:2][C:3]1[CH:8]=[CH:7][C:6]([C:9]2[O:15][C:14]3[C:16](O)=[C:17]4[O:23][CH2:22][O:21][C:18]4=[C:19]([OH:20])[C:13]=3[C:11](=[O:12])[CH:10]=2)=[CH:5][CH:4]=1.C1OC2C=C3C(C(=O)C=C(C4C=CC(O)=CC=4)O3)=C(O)C=2O1.COS(OC)(=O)=O.C(=O)([O-])[O-].[K+].[K+]>CC(C)=O.C(OCC)(=O)C>[CH2:22]1[O:23][C:17]2[CH:16]=[C:14]3[C:13]([C:11](=[O:12])[CH:10]=[C:9]([C:6]4[CH:5]=[CH:4][C:3]([O:2][CH3:1])=[CH:8][CH:7]=4)[O:15]3)=[C:19]([OH:20])[C:18]=2[O:21]1 |f:3.4.5|. Procedure: A solution of Kanzakiflavone-1 or 6,7-methylenedioxy-5,4′-dihydroxyflavone (1.49 g, 5 mmol) [Manchanda, V. P.; Khanna, R. N. Curr. Sci. (1977), 46(13), 445-6.] and dimethylsulfate (1.02 g, 8 mmol) in acetone (20 ml) is refluxed in the presence of anyhyd. potassium carbonate (0.5 g) overnight. The reaction mixture is filtered off and the filtrate is evaporated to give a dark brown residue. The residue is taken up in ethyl acetate and washed with water followed by saturated brine solution and drie... Starting materials: C([O-])(O)=O.[Na+] (sodium bicarbonate), [SiH](CC)(CC)CC (Et3SiH), B(F)(F)F.CCOCC (BF3.Et2O), C(C1=CC=CC=C1)O[C@H]1C(O)(O[C@@H]([C@H]([C@@H]1OCC1=CC=CC=C1)OCC1=CC=CC=C1)COCC1=CC=CC=C1)C1=C(C=C(C(=C1)C(C1=CC=C(C=C1)CCNC(C1=CC=CC=C1)(C1=CC=CC=C1)C1=CC=CC=C1)O)C)OCC1=CC=CC=C1 (2,3,4,6-tetra-O-benzyl-1-C-[2-(benzyloxy)-5-[hydroxy[4-[2-(tritylamino)ethyl]phenyl]methyl]-4-methylphenyl]-D-glucopyranose). Run in C(C)#N (acetonitrile). The product is C(C1=CC=CC=C1)O[C@H]1[C@@H](O[C@@H]([C@H]([C@@H]1OCC1=CC=CC=C1)OCC1=CC=CC=C1)COCC1=CC=CC=C1)C1=C(C=C(C(=C1)CC1=CC=C(C=C1)CCNC(C1=CC=CC=C1)(C1=CC=CC=C1)C1=CC=CC=C1)C)OCC1=CC=CC=C1 ((1S)-1,5-anhydro-2,3,4,6-tetra-O-benzyl-1-[2-(benzyloxy)-4-methyl-5-[4-[2-(tritylamino)ethyl]benzyl]phenyl]-D-glucitol). Yield: 64.9%. Reaction SMILES: [CH2:1]([O:8][C@@H:9]1[C@@H:15]([O:16][CH2:17][C:18]2[CH:23]=[CH:22][CH:21]=[CH:20][CH:19]=2)[C@H:14]([O:24][CH2:25][C:26]2[CH:31]=[CH:30][CH:29]=[CH:28][CH:27]=2)[C@@H:13]([CH2:32][O:33][CH2:34][C:35]2[CH:40]=[CH:39][CH:38]=[CH:37][CH:36]=2)[O:12][C:10]1([C:41]1[CH:46]=[C:45]([CH:47](O)[C:48]2[CH:53]=[CH:52][C:51]([CH2:54][CH2:55][NH:56][C:57]([C:70]3[CH:75]=[CH:74][CH:73]=[CH:72][CH:71]=3)([C:64]3[CH:69]=[CH:68][CH:67]=[CH:66][CH:65]=3)[C:58]3[CH:63]=[CH:62][CH:61]=[CH:60][CH:59]=3)=[CH:50][CH:49]=2)[C:44]([CH3:77])=[CH:43][C:42]=1[O:78][CH2:79][C:80]1[CH:85]=[CH:84][CH:83]=[CH:82][CH:81]=1)O)[C:2]1[CH:7]=[CH:6][CH:5]=[CH:4][CH:3]=1.[SiH](CC)(CC)CC.B(F)(F)F.CCOCC.C(=O)(O)[O-].[Na+]>C(#N)C>[CH2:1]([O:8][C@@H:9]1[C@@H:15]([O:16][CH2:17][C:18]2[CH:19]=[CH:20][CH:21]=[CH:22][CH:23]=2)[C@H:14]([O:24][CH2:25][C:26]2[CH:27]=[CH:28][CH:29]=[CH:30][CH:31]=2)[C@@H:13]([CH2:32][O:33][CH2:34][C:35]2[CH:40]=[CH:39][CH:38]=[CH:37][CH:36]=2)[O:12][C@H:10]1[C:41]1[CH:46]=[C:45]([CH2:47][C:48]2[CH:49]=[CH:50][C:51]([CH2:54][CH2:55][NH:56][C:57]([C:58]3[CH:63]=[CH:62][CH:61]=[CH:60][CH:59]=3)([C:70]3[CH:71]=[CH:72][CH:73]=[CH:74][CH:75]=3)[C:64]3[CH:65]=[CH:66][CH:67]=[CH:68][CH:69]=3)=[CH:52][CH:53]=2)[C:44]([CH3:77])=[CH:43][C:42]=1[O:78][CH2:79][C:80]1[CH:81]=[CH:82][CH:83]=[CH:84][CH:85]=1)[C:2]1[CH:7]=[CH:6][CH:5]=[CH:4][CH:3]=1 |f:2.3,4.5|. Procedure details: To an acetonitrile solution (6 mL) of 2,3,4,6-tetra-O-benzyl-1-C-[2-(benzyloxy)-5-[hydroxy[4-[2-(tritylamino)ethyl]phenyl]methyl]-4-methylphenyl]-D-glucopyranose (0.638 g, 0.565 mmol) were added under nitrogen atmosphere at 0° C. Et3SiH (0.27 mL, 1.695 mmol) and BF3.Et2O (1.58 mL, 1.24 mmol), and the mixture was stirred for 30 minutes at the same temperature. To the reaction solution cooled in ice was added a saturated sodium bicarbonate aqueous solution and the resulting mixture was extracted w... The reactants are FC(C=1C=C(C=CC1)CC#N)(F)F (m-(Trifluoromethyl)phenylacetonitrile), Cl.NO (hydroxylamine hydrochloride), C[O-].[Na+].CO (sodium methoxide methanol). Solvent: CO (methanol). Product: ON=C(CC1=CC(=CC=C1)C(F)(F)F)N (N'-Hydroxy-2-(3-trifluoromethylphenyl)ethanimidamide). The yield is 20.6%. Reaction SMILES: [F:1][C:2]([F:13])([F:12])[C:3]1[CH:4]=[C:5]([CH2:9][C:10]#[N:11])[CH:6]=[CH:7][CH:8]=1.Cl.[NH2:15][OH:16].C[O-].[Na+].CO>CO>[OH:16][N:15]=[C:10]([NH2:11])[CH2:9][C:5]1[CH:6]=[CH:7][CH:8]=[C:3]([C:2]([F:12])([F:1])[F:13])[CH:4]=1 |f:1.2,3.4.5|. Procedure details: m-(Trifluoromethyl)phenylacetonitrile (30.0 g, 0.16 mol) was added to a suspension of hydroxylamine hydrochloride (18.8 g, 0.27 mol), methanol (145 mL) and 25% sodium methoxide/methanol (62 mL, 0.27 mol) at room temperature. The reaction mixture was then heated to reflux for 2 hours, cooled and concentrated in vacuo. The residue was partitioned between methylene chloride and water. The organic layer was separated and dried over magnesium sulfate. The organic layer was concentrated in vacuo. The ...